From a dataset of the Open Reaction Database (ORD), a public repository of structured organic reaction records. describe an organic reaction: reactants, conditions, products, and yield Starting materials: O (water), BrCCCCCCN1C(=NC(=C1C1=CC=CC=C1)C1=CC=CC=C1)C1=CC=CC=C1 (1-(6-Bromohexyl)-2,4,5-triphenylimidazole), [C-]#N.[Na+] (sodium cyanide). Run in CS(=O)C (dimethylsulphoxide), CS(=O)C (dimethyl-sulphoxide). Reaction conditions: time 20 hour. Yields the product C(#N)CCCCCCN1C(=NC(=C1C1=CC=CC=C1)C1=CC=CC=C1)C1=CC=CC=C1 (1-(6-cyanohexyl)-2,4,5-triphenylimidazole). Yield: 99.3%. Reaction SMILES: Br[CH2:2][CH2:3][CH2:4][CH2:5][CH2:6][CH2:7][N:8]1[C:12]([C:13]2[CH:18]=[CH:17][CH:16]=[CH:15][CH:14]=2)=[C:11]([C:19]2[CH:24]=[CH:23][CH:22]=[CH:21][CH:20]=2)[N:10]=[C:9]1[C:25]1[CH:30]=[CH:29][CH:28]=[CH:27][CH:26]=1.[C-:31]#[N:32].[Na+].O>CS(C)=O>[C:31]([CH2:2][CH2:3][CH2:4][CH2:5][CH2:6][CH2:7][N:8]1[C:12]([C:13]2[CH:18]=[CH:17][CH:16]=[CH:15][CH:14]=2)=[C:11]([C:19]2[CH:24]=[CH:23][CH:22]=[CH:21][CH:20]=2)[N:10]=[C:9]1[C:25]1[CH:30]=[CH:29][CH:28]=[CH:27][CH:26]=1)#[N:32] |f:1.2|. Procedure details: 1-(6-Bromohexyl)-2,4,5-triphenylimidazole (27.6 g) in dry dimethylsulphoxide (70 ml) was added over 10 minutes to a mixture of sodium cyanide (3.68 g) in dimethyl-sulphoxide (50 ml) and the reaction was stirred at room temperature for 20 h. The reaction mixture was poured into water (300 ml) and extracted with dichloromethane (3×150 ml). The extracts were combined, washed with water, dried over anhydrous magnesium sulphate and evaporated to dryness in vacuo. Recrystallisation from diethyl ether ...